This data is from the Open Reaction Database (ORD), a public repository of structured organic reaction records. The task is: describe an organic reaction: reactants, conditions, products, and yield Reactants: N(=[N+]=[N-])CC1=C(C(=NC2=CC(=C(C=C12)Cl)Cl)O)C(=O)OCC (ethyl 4-azidomethyl-6,7-dichloro-2-hydroxy-quinoline-3-carboxylate), CO (methanol), [H][H] (hydrogen). The reagents and catalysts are [Pd] (Pd/C). Run in CN(C=O)C (dimethylformamide). Yields the product ClC=1C(=CC=2C3=C(C(=NC2C1)O)C(NC3=O)=O)Cl (7,8-Dichloro-4-hydroxy-2,3-dihydro-1H-pyrrolo[3,4-c]quinoline-1,3-dione). Reaction SMILES: [N:1]([CH2:4][C:5]1[C:14]2[C:9](=[CH:10][C:11]([Cl:16])=[C:12]([Cl:15])[CH:13]=2)[N:8]=[C:7]([OH:17])[C:6]=1[C:18]([O:20]CC)=O)=[N+]=[N-].[H][H].C[OH:26]>CN(C)C=O.[Pd]>[Cl:16][C:11]1[C:12]([Cl:15])=[CH:13][C:14]2[C:5]3[C:4](=[O:26])[NH:1][C:18](=[O:20])[C:6]=3[C:7]([OH:17])=[N:8][C:9]=2[CH:10]=1. Procedure: 1.0 g (0.003 mol) of ethyl 4-azidomethyl-6,7-dichloro-2-hydroxy-quinoline-3-carboxylate was dissolved in a mixture of 80 ml of methanol and 20 ml of dimethylformamide and treated with 50 mg of 10% Pd/C. A stream of hydrogen was conducted in slowly during 11/4 hrs. The suspension was suction filtered and the filter cake was suspended in dimethylformamide. The mixture was filtered, concentrated, the residue was suspended in methanol and suction filtered. The substance (0.31 g) was suspended in dim... Reactants: N#Cc1cnc2c(sc3ccc([N+](=O)[O-])cc32)c1Nc1cccc(Br)c1, CO, [Cl-], [Fe], [NH4+], O. The product is N#Cc1cnc2c(sc3ccc(N)cc32)c1Nc1cccc(Br)c1. RXN SMILES: [Br:1][c:2]1[cH:3][c:4]([NH:5][c:6]2[c:7]3[c:8]([n:9][cH:10][c:11]2[C:12]#[N:13])[c:14]2[c:15]([s:16]3)[cH:17][cH:18][c:19]([N+:21]([O-:22])=[O:23])[cH:20]2)[cH:24][cH:25][cH:26]1.[CH3:29][OH:30].[Cl-:27].[Fe:32].[NH4+:28].[OH2:31]>>[Br:1][c:2]1[cH:3][c:4]([NH:5][c:6]2[c:7]3[c:8]([n:9][cH:10][c:11]2[C:12]#[N:13])[c:14]2[c:15]([s:16]3)[cH:17][cH:18][c:19]([NH2:21])[cH:20]2)[cH:24][cH:25][cH:26]1. The reactants are FC1=C(C(=CC=C1)F)Br (1,3-difluoro-2-bromobenzene), C(=O)C=1C=C(C=CC1)B(O)O (3-formylphenylboronic acid). Product: FC1=C(C(=CC=C1)F)C1=CC(=CC=C1)C=O (2′,6′-difluorobiphenyl-3-carbaldehyde), oil. Yield: 93.0%. Reaction SMILES: [F:1][C:2]1[CH:7]=[CH:6][CH:5]=[C:4]([F:8])[C:3]=1Br.[CH:10]([C:12]1[CH:13]=[C:14](B(O)O)[CH:15]=[CH:16][CH:17]=1)=[O:11]>>[F:1][C:2]1[CH:7]=[CH:6][CH:5]=[C:4]([F:8])[C:3]=1[C:16]1[CH:15]=[CH:14][CH:13]=[C:12]([CH:10]=[O:11])[CH:17]=1. Reported procedure: The title compound was synthesized in the same manner as in Reference Example 206 from 1,3-difluoro-2-bromobenzene and 3-formylphenylboronic acid. colorless oil (3.0 g, yield 93%). Reactants: FC1=CC=C(C=C1)S (4-fluorothiophenol), ClCCCO (3-chloro-1-propanol), C([O-])([O-])=O.[K+].[K+] (potassium carbonate). Solvent: CN(C)C=O (DMF). Run at time 1 hour. The product is FC1=CC=C(C=C1)SCCCO (3-[(4-fluorophenyl)thio]propan-1-ol). Yield: 82.6%. Reaction SMILES: [F:1][C:2]1[CH:7]=[CH:6][C:5]([SH:8])=[CH:4][CH:3]=1.Cl[CH2:10][CH2:11][CH2:12][OH:13].C(=O)([O-])[O-].[K+].[K+]>CN(C=O)C>[F:1][C:2]1[CH:7]=[CH:6][C:5]([S:8][CH2:10][CH2:11][CH2:12][OH:13])=[CH:4][CH:3]=1 |f:2.3.4|. Reported procedure: Part A: A solution of 10 g (78 mmol) of 4-fluorothiophenol and 8 g (86 mM) of 3-chloro-1-propanol in 80 mL of anhydrous DMF was purged with nitrogen for 20 min., then treated with 32 g (234 mM) of potassium carbonate. After one hour, the reaction mixture was concentrated in vacuo, and the residue was partitioned between ethyl acetate and water. The layers were separated and the organic layer was washed with brine (3×), dried (MgSO4), and concentrated to afford 16 g of crude product. The crude pr... Reactants: NC1=C(C=C(C=C1)N1C=NN=C1)C(F)(F)F (4-(4-amino-3-trifluoromethylphenyl)-1,2,4-triazole), BrBr (bromine), C(C)(=O)[O-].[Na+] (sodium acetate). The product is NC1=C(C=C(C=C1C(F)(F)F)N1C=NN=C1)Br (4-(4-Amino-3-bromo-5-trifluoromethylphenyl)-1,2,4-triazole). As a reaction SMILES: [NH2:1][C:2]1[CH:7]=[CH:6][C:5]([N:8]2[CH:12]=[N:11][N:10]=[CH:9]2)=[CH:4][C:3]=1[C:13]([F:16])([F:15])[F:14].[Br:17]Br.C([O-])(=O)C.[Na+]>>[NH2:1][C:2]1[C:3]([C:13]([F:16])([F:15])[F:14])=[CH:4][C:5]([N:8]2[CH:9]=[N:10][N:11]=[CH:12]2)=[CH:6][C:7]=1[Br:17] |f:2.3|. Reported procedure: The following compound, m.p. 202°-3°, was prepared similarly to the previous Preparation using 4-(4-amino-3-trifluoromethylphenyl)-1,2,4-triazole, bromine, and sodium acetate (in place of hydrogen bromide and acetic acid) as the starting materials: ##STR146## Solvent: CN(C)C=O (DMF). Conditions: time 15 minute. Procedure details: Non-racemic (trans)-benzyl 3-fluoro-4-hydroxypiperidine-1-carboxylate (0.192 g, 0.757 mmol) was treated with 1.0 M KOtBu in THF (0.757 mL, 0.757 mmol) and stirred at ambient temperature for 15 minutes. 2-([1,2,4]Triazolo[4,3-a]pyridin-3-yl)-8-fluoroquinoline (0.200 g, 0.757 mmol) was added along with DMF (2.25 mL) and the mixture was stirred at 50° C. for 15 hours. The reaction was cooled and chromatographed on SiO2, eluting with a gradient of 2% NH4OH in isopropanol/methylene chloride. After co... The reactants are F[C@@H]1CN(CC[C@H]1O)C(=O)OCC1=CC=CC=C1 (racemic (trans)-benzyl 3-fluoro-4-hydroxypiperidine-1-carboxylate), CC(C)(C)[O-].[K+] (KOtBu), C1CCOC1 (THF), N=1N=C(N2C1C=CC=C2)C2=NC1=C(C=CC=C1C=C2)F (2-([1,2,4]Triazolo[4,3-a]pyridin-3-yl)-8-fluoroquinoline). As a reaction SMILES: [F:1][C@H:2]1[C@H:7]([OH:8])[CH2:6][CH2:5][N:4]([C:9]([O:11][CH2:12][C:13]2[CH:18]=[CH:17][CH:16]=[CH:15][CH:14]=2)=[O:10])[CH2:3]1.CC([O-])(C)C.[K+].C1COCC1.[N:30]1[N:31]=[C:32]([C:39]2[CH:48]=[CH:47][C:46]3[C:41](=[C:42](F)[CH:43]=[CH:44][CH:45]=3)[N:40]=2)[N:33]2[CH:38]=[CH:37][CH:36]=[CH:35][C:34]=12>CN(C=O)C>[N:30]1[N:31]=[C:32]([C:39]2[CH:48]=[CH:47][C:46]3[C:41](=[C:42]([O:8][C@@H:7]4[CH2:6][CH2:5][N:4]([C:9]([O:11][CH2:12][C:13]5[CH:18]=[CH:17][CH:16]=[CH:15][CH:14]=5)=[O:10])[CH2:3][C@H:2]4[F:1])[CH:43]=[CH:44][CH:45]=3)[N:40]=2)[N:33]2[CH:38]=[CH:37][CH:36]=[CH:35][C:34]=12 |f:1.2|. Product: N=1N=C(N2C1C=CC=C2)C2=NC1=C(C=CC=C1C=C2)O[C@H]2[C@@H](CN(CC2)C(=O)OCC2=CC=CC=C2)F ((trans)-benzyl 4-(2-([1,2,4]triazolo[4,3-a]pyridin-3-yl)quinolin-8-yloxy)-3-fluoropiperidine-1-carboxylate), solid. The reactants are O=C([O-])O, COc1ccc2nc(N)sc2n1, CC(=O)CS(=O)(=O)c1ccc(C(CC2CCCC2)C(=O)O)cc1, CCN(C(C)C)C(C)C, ClCCl, [Na+], On1nnc2ccccc21. The product is COc1ccc2nc(NC(=O)C(CC3CCCC3)c3ccc(S(=O)(=O)CC(C)=O)cc3)sc2n1. As a reaction SMILES: [C:55](=[O:56])([OH:57])[O-:58].[CH3:34][O:35][c:36]1[cH:37][cH:38][c:39]2[c:40]([n:41]1)[s:42][c:43]([NH2:45])[n:44]2.[CH:1]1([CH2:6][CH:7]([C:8](=[O:9])[OH:10])[c:11]2[cH:12][cH:13][c:14]([S:17](=[O:18])(=[O:19])[CH2:20][C:21]([CH3:22])=[O:23])[cH:15][cH:16]2)[CH2:2][CH2:3][CH2:4][CH2:5]1.[CH:46]([N:47]([CH2:48][CH3:49])[CH:50]([CH3:51])[CH3:52])([CH3:53])[CH3:54].[Cl:60][CH2:61][Cl:62].[Na+:59].[OH:24][n:25]1[c:26]2[c:27]([cH:28][cH:29][cH:30][cH:31]2)[n:32][n:33]1>>[CH:1]1([CH2:6][CH:7]([C:8](=[O:9])[NH:45][c:43]2[s:42][c:40]3[c:39]([cH:38][cH:37][c:36]([O:35][CH3:34])[n:41]3)[n:44]2)[c:11]2[cH:12][cH:13][c:14]([S:17](=[O:18])(=[O:19])[CH2:20][C:21]([CH3:22])=[O:23])[cH:15][cH:16]2)[CH2:2][CH2:3][CH2:4][CH2:5]1. The reactants are Cl.COC(=O)C1=CC=C(C=C1)C=1C=C(C=CC1)NC(=O)C1=C(N2C(=NCCC2)S1)C1CCC1 (N-[3-(4-methoxycarbonylphenyl)-phenyl]-3-cyclobutyl-6,7-dihydro-5H-thiazolo[3,2-a]pyrimidine-2-carboxamide hydrochloride). The solvent is Cl (hydrogenchloride). The product is Cl.C(=O)(O)C1=CC=C(C=C1)C=1C=C(C=CC1)NC(=O)C1=C(N2C(=NCCC2)S1)C1CCC1 (N-[3-(4-Carboxyphenyl)phenyl]-3-cyclobutyl-6,7-dihydro-5H-thiazolo[3,2-a]pyrimidine-2-carboxamide hydrochloride). The yield is 64.4%. As a reaction SMILES: [ClH:1].C[O:3][C:4]([C:6]1[CH:11]=[CH:10][C:9]([C:12]2[CH:13]=[C:14]([NH:18][C:19]([C:21]3[S:29][C:24]4=[N:25][CH2:26][CH2:27][CH2:28][N:23]4[C:22]=3[CH:30]3[CH2:33][CH2:32][CH2:31]3)=[O:20])[CH:15]=[CH:16][CH:17]=2)=[CH:8][CH:7]=1)=[O:5]>Cl>[ClH:1].[C:4]([C:6]1[CH:7]=[CH:8][C:9]([C:12]2[CH:13]=[C:14]([NH:18][C:19]([C:21]3[S:29][C:24]4=[N:25][CH2:26][CH2:27][CH2:28][N:23]4[C:22]=3[CH:30]3[CH2:33][CH2:32][CH2:31]3)=[O:20])[CH:15]=[CH:16][CH:17]=2)=[CH:10][CH:11]=1)([OH:5])=[O:3] |f:0.1,3.4|. Reported procedure: In 50 ml of 20% hydrogenchloride aqueous solution was dissolved 360 mg of N-[3-(4-methoxycarbonylphenyl)-phenyl]-3-cyclobutyl-6,7-dihydro-5H-thiazolo[3,2-a]pyrimidine-2-carboxamide hydrochloride obtained in Example 105, followed by stirring under heating 9 hours. Insoluble materials were collected by filtration. The mixture was washed with water and recrystallized from methanol-ethanol to obtain 225 mg of the titled compound.